Dataset: the Open Reaction Database (ORD), a public repository of structured organic reaction records. Task: describe an organic reaction: reactants, conditions, products, and yield The reactants are Cl[Si](C)(C)Cl (dichlorodimethylsilane), C(C)(C)(C)C=1C=C2C=C(CC2=C(C1OCC(C)C)C1=CC=CC=C1)C (5-tert-butyl-6-isobutoxy-2-methyl-7-phenyl-1H-indene), C1(=CC=CC=C1)C (toluene), [Li]CCCC (nBuLi). Solvent: hexanes, C1CCOC1 (THF). Run at temperature -20 celsius, time 10 hour. Yields the product C(C)(C)(C)C1=C(C(=C2C=C(C(C2=C1)[Si](C)(C)Cl)C)C1=CC=CC=C1)OCC(C)C ((6-tert-butyl-5-isobutoxy-2-methyl-4-phenyl-1H-inden-1-yl)(chloro)dimethylsilane). Yield: 100.3%. As a reaction SMILES: [C:1]([C:5]1[CH:6]=[C:7]2[C:11](=[C:12]([C:19]3[CH:24]=[CH:23][CH:22]=[CH:21][CH:20]=3)[C:13]=1[O:14][CH2:15][CH:16]([CH3:18])[CH3:17])[CH2:10][C:9]([CH3:25])=[CH:8]2)([CH3:4])([CH3:3])[CH3:2].C1(C)C=CC=CC=1.[Li]CCCC.[Cl:38][Si:39](Cl)([CH3:41])[CH3:40]>C1COCC1>[C:1]([C:5]1[CH:6]=[C:7]2[C:11]([CH:10]=[C:9]([CH3:25])[CH:8]2[Si:39]([Cl:38])([CH3:41])[CH3:40])=[C:12]([C:19]2[CH:20]=[CH:21][CH:22]=[CH:23][CH:24]=2)[C:13]=1[O:14][CH2:15][CH:16]([CH3:18])[CH3:17])([CH3:2])([CH3:3])[CH3:4]. Procedure details: To a solution of 16.8 g (50.2 mmol) of 5-tert-butyl-6-isobutoxy-2-methyl-7-phenyl-1H-indene in 200 ml of toluene 20.1 ml (50.5 mmol) of 2.5 M nBuLi in hexanes was added at room temperature. The formed viscous solution was stirred for 10 h, and then 10 ml of THF was added. The resulting mixture was stirred for 1 h at 65° C., then cooled to −20° C., and 32.5 g (252 mmol, 5 eq.) of dichlorodimethylsilane was added in one portion. This mixture was warmed to room temperature, refluxed for 0.5 h, and ... Reactants: COC1=C(C=C(C=C1)[N+](=O)[O-])N, C1=CC=C2C(=C1)C(=CN2)C3=NC(=NC=C3Cl)Cl. The reagents and catalysts are C(=O)([O-])[O-].[Cs+].[Cs+], CC1(C2=C(C(=CC=C2)P(C3=CC=CC=C3)C4=CC=CC=C4)OC5=C1C=CC=C5P(C6=CC=CC=C6)C7=CC=CC=C7)C, CC(=O)O.CC(=O)O.[Pd]. Solvent: C1COCCO1. Conditions: temperature 80 celsius. Product: COC1=C(C=C(C=C1)[N+](=O)[O-])NC2=NC=C(C(=N2)C3=CNC4=CC=CC=C43)Cl. Isolated yield 0.0%. Procedure: To a stirred solution of 3-(2,5-dichloropyrimidin-4-yl)-1H-indole (100 mg, 0.38 mmol) in dioxane (10 mL) was added 2-methoxy-5-nitroaniline (63.7 mg, 0.38 mmol), cesium carbonate (247 mg, 0.76 mmol) and (9,9-dimethyl-9H-xanthene-4,5-diyl)bis(diphenylphosphine) (26.3 mg, 0.05 mmol). The resulting suspension was purged with nitrogen for 5 minutes. diacetoxypalladium (5.10 mg, 0.02 mmol) was added and the mixture was purged with nitrogen for a further 5 minutes, and then heated at 80 °C overnight. ... Reactants: NC1=CC=CC=C1 (aniline), C(C)C1=NOC(=C1)C(=O)Cl (3-ethylisoxazole-5-carbonyl chloride), O (water), Cl (hydrochloric acid). Run in ClCCl (dichloromethane). Conditions: time 8 hour. Yields the product C(C)C1=NOC(=C1)C(=O)NC1=CC=CC=C1 (3-ethylisoxazole-5-carboxanilide). Yield: 87.1%. Reaction SMILES: [NH2:1][C:2]1[CH:7]=[CH:6][CH:5]=[CH:4][CH:3]=1.[CH2:8]([C:10]1[CH:14]=[C:13]([C:15](Cl)=[O:16])[O:12][N:11]=1)[CH3:9].O.Cl>ClCCl>[CH2:8]([C:10]1[CH:14]=[C:13]([C:15]([NH:1][C:2]2[CH:7]=[CH:6][CH:5]=[CH:4][CH:3]=2)=[O:16])[O:12][N:11]=1)[CH3:9]. Reported procedure: 11.7 g of aniline are added dropwise to 10.0 g of 3-ethylisoxazole-5-carbonyl chloride in 150 ml of dichloromethane, while cooling with ice. The mixture is stirred overnight at room temperature, water and concentrated hydrochloric acid are added and the organic phase is separated off, washed with sodium bicarbonate solution and evaporated down to give 11.8 g of 3-ethylisoxazole-5-carboxanilide as colorless crystals of melting point 122°-124° C. Starting materials: COC(C1=CC(=C(C=C1)B1OC(C(O1)(C)C)(C)C)C)=O (3-Methyl-4-(4,4,5,5-tetramethyl-[1,3,2]dioxaborolan-2-yl)-benzoic acid methyl ester), FC(S(=O)(=O)OC1=CCCC2=CC=CC=C12)(F)F (3,4-dihydronaphthalen-1-yl trifluoromethanesulfonate). Yields the product COC(C1=CC(=C(C=C1)C1=CCCC2=CC=CC=C12)C)=O (4-(3,4-Dihydro-naphthalen-1-yl)-3-methyl-benzoic acid methyl ester). The yield is 97.3%. Reaction SMILES: [CH3:1][O:2][C:3](=[O:20])[C:4]1[CH:9]=[CH:8][C:7](B2OC(C)(C)C(C)(C)O2)=[C:6]([CH3:19])[CH:5]=1.FC(F)(F)S(O[C:27]1[C:36]2[C:31](=[CH:32][CH:33]=[CH:34][CH:35]=2)[CH2:30][CH2:29][CH:28]=1)(=O)=O>>[CH3:1][O:2][C:3](=[O:20])[C:4]1[CH:9]=[CH:8][C:7]([C:30]2[C:31]3[C:36](=[CH:35][CH:34]=[CH:33][CH:32]=3)[CH2:27][CH2:28][CH:29]=2)=[C:6]([CH3:19])[CH:5]=1. Reported procedure: 3-Methyl-4-(4,4,5,5-tetramethyl-[1,3,2]dioxaborolan-2-yl)-benzoic acid methyl ester of Example 28, Step A (5.00 g, 18.1 mmol) and 3,4-dihydronaphthalen-1-yl trifluoromethanesulfonate (5.54 g, 19.9 mmol) were reacted in the manner of Example 1, Step F. Purification by flash column chromatography on silica gel, eluting with 10% ethyl acetate in hexane, afforded the title compound (4.90 g) as a light yellow oil. Starting materials: COCCN, CCOC(=O)CC(=O)Cl, C1CCOC1. Yields the product CCOC(=O)CC(=O)NCCOC. Reaction SMILES: [CH3:10][O:11][CH2:12][CH2:13][NH2:14].[Cl:1][C:2]([CH2:3][C:4](=[O:5])[O:6][CH2:7][CH3:8])=[O:9].[O:15]1[CH2:16][CH2:17][CH2:18][CH2:19]1>>[C:2]([CH2:3][C:4](=[O:5])[O:6][CH2:7][CH3:8])(=[O:9])[NH:14][CH2:13][CH2:12][O:11][CH3:10]. Starting materials: O=C([O-])[O-], C1CCNC1, CCO, [K+], [K+], Cc1ccc(S(=O)(=O)OCCC#Cc2ccc(CN3CCCCC3)cc2)cc1, O, O. The product is C(#Cc1ccc(CN2CCCCC2)cc1)CCN1CCCC1. RXN SMILES: [C:34](=[O:35])([O-:36])[O-:37].[CH2:29]1[CH2:30][CH2:31][NH:32][CH2:33]1.[CH2:41]([OH:42])[CH3:43].[K+:38].[K+:39].[N:1]1([CH2:7][c:8]2[cH:9][cH:10][c:11]([C:14]#[C:15][CH2:16][CH2:17][O:18][S:19]([c:20]3[cH:21][cH:22][c:23]([CH3:24])[cH:25][cH:26]3)(=[O:27])=[O:28])[cH:12][cH:13]2)[CH2:2][CH2:3][CH2:4][CH2:5][CH2:6]1.[OH2:40].[OH2:44]>>[N:1]1([CH2:7][c:8]2[cH:9][cH:10][c:11]([C:14]#[C:15][CH2:16][CH2:17][N:32]3[CH2:31][CH2:30][CH2:29][CH2:33]3)[cH:12][cH:13]2)[CH2:2][CH2:3][CH2:4][CH2:5][CH2:6]1.